From a dataset of the Open Reaction Database (ORD), a public repository of structured organic reaction records. describe an organic reaction: reactants, conditions, products, and yield Starting materials: C(C)(C)(C)N1N=CC(=C1C1=CC=C(C=C1)F)C=1SC=C(N1)CC(=O)O (2-(2-(1-tert-butyl-5-(4-fluorophenyl)-1H-pyrazol-4-yl)thiazol-4-yl)acetic acid), O1CCC(CC1)CCN (2-(tetrahydro-2H-pyran-4-yl)ethanamine). The product is C(C)(C)(C)N1N=CC(=C1C1=CC=C(C=C1)F)C=1SC=C(N1)CC(=O)NCCC1CCOCC1 (2-{2-[1-tert-butyl-5-(4-fluorophenyl)-1H-pyrazol-4-yl]-1,3-thiazol-4-yl}-N-[2-(tetrahydro-2H-pyran-4-yl)ethyl]acetamide). RXN SMILES: [C:1]([N:5]1[C:9]([C:10]2[CH:15]=[CH:14][C:13]([F:16])=[CH:12][CH:11]=2)=[C:8]([C:17]2[S:18][CH:19]=[C:20]([CH2:22][C:23]([OH:25])=O)[N:21]=2)[CH:7]=[N:6]1)([CH3:4])([CH3:3])[CH3:2].[O:26]1[CH2:31][CH2:30][CH:29]([CH2:32][CH2:33][NH2:34])[CH2:28][CH2:27]1>>[C:1]([N:5]1[C:9]([C:10]2[CH:15]=[CH:14][C:13]([F:16])=[CH:12][CH:11]=2)=[C:8]([C:17]2[S:18][CH:19]=[C:20]([CH2:22][C:23]([NH:34][CH2:33][CH2:32][CH:29]3[CH2:30][CH2:31][O:26][CH2:27][CH2:28]3)=[O:25])[N:21]=2)[CH:7]=[N:6]1)([CH3:3])([CH3:2])[CH3:4]. Procedure: Using 2-(2-(1-tert-butyl-5-(4-fluorophenyl)-1H-pyrazol-4-yl)thiazol-4-yl)acetic acid and 2-(tetrahydro-2H-pyran-4-yl)ethanamine and by reaction and purification in the same manner as in the method described in Example 1, step 7, the title compound was obtained. Reactants: C=1C=CC(=CC1)P(C=2C=CC=CC2)C3=CC=C4C=CC=CC4=C3C5=C6C=CC=CC6=CC=C5P(C=7C=CC=CC7)C=8C=CC=CC8 (BINAP), BrC1=C(C=CC(=C1)F)[N+](=O)[O-] (1-bromo-5-fluoro-2-nitrobenzene), CCN(C(C)C)C(C)C (DIEA), NC1=NC(=C2NC(N(C2=N1)C1CCOCC1)=O)Cl (2-amino-6-chloro-9-(tetrahydro-2H-pyran-4-yl)-7H-purin-8(9H)-one), C([O-])([O-])=O.[Cs+].[Cs+] (cesium carbonate). The reagents and catalysts are CC(=O)[O-].CC(=O)[O-].[Pd+2] (Pd(OAc)2). Run in C1(=CC=CC=C1)C (toluene). Conditions: temperature 80 celsius, time 20 minute. Product: ClC1=C2NC(N(C2=NC(=N1)NC1=C(C=CC(=C1)F)[N+](=O)[O-])C1CCOCC1)=O (6-chloro-2-(5-fluoro-2-nitrophenylamino)-9-(tetrahydro-2H-pyran-4-yl)-7H-purin-8(9H)-one). Yield: 59.6%. Reaction SMILES: [NH2:1][C:2]1[N:10]=[C:9]2[C:5]([NH:6][C:7](=[O:17])[N:8]2[CH:11]2[CH2:16][CH2:15][O:14][CH2:13][CH2:12]2)=[C:4]([Cl:18])[N:3]=1.C(=O)([O-])[O-].[Cs+].[Cs+].C1C=CC(P(C2C(C3C(P(C4C=CC=CC=4)C4C=CC=CC=4)=CC=C4C=3C=CC=C4)=C3C(C=CC=C3)=CC=2)C2C=CC=CC=2)=CC=1.Br[C:72]1[CH:77]=[C:76]([F:78])[CH:75]=[CH:74][C:73]=1[N+:79]([O-:81])=[O:80].CCN(C(C)C)C(C)C>C1(C)C=CC=CC=1.CC([O-])=O.CC([O-])=O.[Pd+2]>[Cl:18][C:4]1[N:3]=[C:2]([NH:1][C:72]2[CH:77]=[C:76]([F:78])[CH:75]=[CH:74][C:73]=2[N+:79]([O-:81])=[O:80])[N:10]=[C:9]2[C:5]=1[NH:6][C:7](=[O:17])[N:8]2[CH:11]1[CH2:12][CH2:13][O:14][CH2:15][CH2:16]1 |f:1.2.3,8.9.10|. Reported procedure: To an oven-dried vial was added 2-amino-6-chloro-9-(tetrahydro-2H-pyran-4-yl)-7H-purin-8(9H)-one (50 mg of HCl salt, 0.186 mmol, 1 equiv.) in anhydrous toluene (3 mL), then freshly grounded cesium carbonate (85 mg, 0.26 mmol, 1.4 equiv.) with stirring at room temperature under Ar. After 20 min, Pd(OAc)2 (12.5 mg, 0.019 mmol, 0.1 equiv.), racemic BINAP (17.3 mg, 0.028 mmol, 0.15 equiv.) and 1-bromo-5-fluoro-2-nitrobenzene (Oakwood) (53 mg, 0.24 mmol, 1.3 equiv.) were added as solids, followed by ... Reactants: C([O-])([O-])=O.[K+].[K+] (potassium carbonate), BrC1=CC=C(C=C1)O (4-bromophenol), BrCC(=O)C1=CC=C(C=C1)OC (2-bromo-4′-methoxyacetophenone). The solvent is C(C)#N (acetonitrile). Product: BrC1=CC=C(OCC(=O)C2=CC=C(C=C2)OC)C=C1 (2-(4-bromophenoxy)-1-(4-methoxyphenyl)ethanone). Yield: 96.1%. RXN SMILES: C(=O)([O-])[O-].[K+].[K+].[Br:7][C:8]1[CH:13]=[CH:12][C:11]([OH:14])=[CH:10][CH:9]=1.Br[CH2:16][C:17]([C:19]1[CH:24]=[CH:23][C:22]([O:25][CH3:26])=[CH:21][CH:20]=1)=[O:18]>C(#N)C>[Br:7][C:8]1[CH:13]=[CH:12][C:11]([O:14][CH2:16][C:17]([C:19]2[CH:24]=[CH:23][C:22]([O:25][CH3:26])=[CH:21][CH:20]=2)=[O:18])=[CH:10][CH:9]=1 |f:0.1.2|. Procedure: 24 g of potassium carbonate are added to a solution of 20 g (0.115 mol) of 4-bromophenol and 26.5 g (0.115 mol) of 2-bromo-4′-methoxyacetophenone in 400 of acetonitrile, and the reaction mixture is heated under reflux for five hours. The precipitate is subsequently filtered off, the filtrate is evaporated to dryness, the residue is taken up in 10 ml of water, and the aqueous solution is extracted twice with 10 ml of ethyl acetate each time. The combined organic phases are washed with 10 ml of sa...